From a dataset of the Open Reaction Database (ORD), a public repository of structured organic reaction records. describe an organic reaction: reactants, conditions, products, and yield The reactants are CON=C1C[C@H](N(C1)C(=O)OC(C)(C)C)C(=O)OC (1-tert-Butyl 2-methyl (2S,4EZ)-4-(methoxyimino)-1,2-pyrrolidinedicarboxylate). Solvent: C(Cl)Cl (DCM). Reaction conditions: time 30 minute. Yields the product desired product, CON=C1C[C@H](NC1)C(=O)OC (methyl (2S,4EZ)-4-(methoxyimino)-2-pyrrolidinecarboxylate). Isolated yield 100.3%. As a reaction SMILES: [CH3:1][O:2][N:3]=[C:4]1[CH2:8][N:7](C(OC(C)(C)C)=O)[C@H:6]([C:16]([O:18][CH3:19])=[O:17])[CH2:5]1>C(Cl)Cl>[CH3:1][O:2][N:3]=[C:4]1[CH2:8][NH:7][C@H:6]([C:16]([O:18][CH3:19])=[O:17])[CH2:5]1. Procedure: A solution was made containing e.g. 1-tert-Butyl 2-methyl (2S,4EZ)-4-(methoxyimino)-1,2-pyrrolidinedicarboxylate (60 mg, 0.22 mmol), in anhydrous DCM (6 ml). At 0° C., HCl gas was bubbled slowly through the reaction and the deprotection was followed by TLC. After approximately 30 minutes, the DCM was evaporated. The product was concentrated in vacuo from DCM (2–3 times) to remove the HCl. The desired product, e.g. methyl (2S,4EZ)-4-(methoxyimino)-2-pyrrolidinecarboxylate (38 mg, quant.) was isol... The solvent is CN(C=O)C (N,N-dimethylformamide). Conditions: temperature 0 celsius, time 10 minute. As a reaction SMILES: [H-].[Na+].[CH3:3][O:4][C:5]1[CH:12]=[CH:11][C:8]([CH2:9][SH:10])=[CH:7][CH:6]=1.[CH2:13]([O:15][C:16](=[O:34])[C@H:17]([NH2:33])[CH2:18][CH:19]([C:26]([O:28][C:29]([CH3:32])([CH3:31])[CH3:30])=[O:27])[CH2:20]OS(C)(=O)=O)[CH3:14].O>CN(C)C=O>[CH2:13]([O:15][C:16](=[O:34])[C@H:17]([NH2:33])[CH2:18][CH:19]([C:26]([O:28][C:29]([CH3:32])([CH3:31])[CH3:30])=[O:27])[CH2:20][S:10][CH2:9][C:8]1[CH:11]=[CH:12][C:5]([O:4][CH3:3])=[CH:6][CH:7]=1)[CH3:14] |f:0.1|. Yields the product C(C)OC([C@@H](CC(CSCC1=CC=C(C=C1)OC)C(=O)OC(C)(C)C)N)=O ((R)-4-BOC-amino-5-(4-methoxy-benzylsulfanyl)-pentanoic acid ethyl ester). Procedure details: Sodium hydride (5.5 g, 137.8 mmol) and 4-methoxybenzylmercaptan (15.4 mL, 110.2 mmol) were dissolved in N,N-dimethylformamide (150 mL), and the mixture was stirred for 10 min at 0° C. To the resulting solution was added in drops (R)-4-BOC-amino-5-methanesulfonyloxy-pentanoic acid ethyl ester (46.7 g, 137.8 mmol) prepared in Step B, and the mixture was stirred for 4 h at 0° C. Water was added thereto to quench the reaction, and the reaction mixture was extracted with ethyl acetate, washed with sa... Reactants: O (Water), [H-].[Na+] (Sodium hydride), COC1=CC=C(CS)C=C1 (4-methoxybenzylmercaptan), C(C)OC([C@@H](CC(COS(=O)(=O)C)C(=O)OC(C)(C)C)N)=O ((R)-4-BOC-amino-5-methanesulfonyloxy-pentanoic acid ethyl ester). The reactants are C1COCCN1, COc1ccc(CCl)cc1C#N, C1CCOC1. Yields the product COc1ccc(CN2CCOCC2)cc1C#N. RXN SMILES: [CH2:13]1[CH2:14][O:15][CH2:16][CH2:17][NH:18]1.[Cl:1][CH2:2][c:3]1[cH:4][cH:5][c:6]([O:11][CH3:12])[c:7]([C:8]#[N:9])[cH:10]1.[O:19]1[CH2:20][CH2:21][CH2:22][CH2:23]1>>[CH2:2]([c:3]1[cH:4][cH:5][c:6]([O:11][CH3:12])[c:7]([C:8]#[N:9])[cH:10]1)[N:18]1[CH2:13][CH2:14][O:15][CH2:16][CH2:17]1. Reactants: ClC=1C=CC(=C(C(=O)NC=2SC(=CN2)C2=CC(=CC=C2)C(F)(F)F)C1)[N+](=O)[O-] (5-chloro-2-nitro-N-(5-(3-(trifluoromethyl)phenyl)thiazol-2-yl)benzamide), N1CCCCC1 (piperidine). Solvent: CN(C=O)C (N,N-dimethylformamide), C(C)(=O)OCC (ethyl acetate). The product is [N+](=O)([O-])C1=C(C(=O)NC=2SC(=CN2)C2=CC(=CC=C2)C(F)(F)F)C=C(C=C1)N1CCCCC1 (2-nitro-5-(piperidin-1-yl)-N-(5-(3-(trifluoromethyl)phenyl)thiazol-2-yl)-benzamide). The yield is 76.0%. Reaction SMILES: Cl[C:2]1[CH:3]=[CH:4][C:5]([N+:26]([O-:28])=[O:27])=[C:6]([CH:25]=1)[C:7]([NH:9][C:10]1[S:11][C:12]([C:15]2[CH:20]=[CH:19][CH:18]=[C:17]([C:21]([F:24])([F:23])[F:22])[CH:16]=2)=[CH:13][N:14]=1)=[O:8].[NH:29]1[CH2:34][CH2:33][CH2:32][CH2:31][CH2:30]1>CN(C)C=O.C(OCC)(=O)C>[N+:26]([C:5]1[CH:4]=[CH:3][C:2]([N:29]2[CH2:34][CH2:33][CH2:32][CH2:31][CH2:30]2)=[CH:25][C:6]=1[C:7]([NH:9][C:10]1[S:11][C:12]([C:15]2[CH:20]=[CH:19][CH:18]=[C:17]([C:21]([F:24])([F:23])[F:22])[CH:16]=2)=[CH:13][N:14]=1)=[O:8])([O-:28])=[O:27]. Procedure details: To a solution of 5-chloro-2-nitro-N-(5-(3-(trifluoromethyl)phenyl)thiazol-2-yl)benzamide (2.6 g, 6.08 mmol, 1.00 equiv) in N,N-dimethylformamide (20 mL) was added and piperidine (20 mL) and the resulting solution was stirred for 3 h at 100° C. in an oil bath. The mixture was diluted with 200 mL of ethyl acetate, washed with 2×50 mL of brine, dried over anhydrous sodium sulfate and then concentrated under vacuum to give 2.2 g (76%) of product as a yellow solid. Starting materials: [Na] (sodium), OC1=NC(=CC=C1)C1=CC=CC=C1 (2-hydroxy-6-phenylpyridine), OC1=NC=CC(=C1)OC (2-hydroxy-4-methoxypyridine), OC1=NC=CC=C1 (2-hydroxypyridine), OC1=NC=CC2=CC=CC=C12 (1-hydroxyisoquinoline), 6-n-amyl-2-hydroxypyridine, C(#N)C=1C=CC(=NC1)O (5-cyano-2-hydroxypyridine), OC1=NC(=CC=C1)CCC1=CC=CC=C1 (2-hydroxy-6-phenethylpyridine). Product: COC([C@@H](NC([C@@H](NC(=O)OCC1=CC=CC=C1)C(C)C)=O)C(C)C)=O (benzyloxycarbonyl-L-valyl-L-valine methyl ester). RXN SMILES: [Na].C(C1C=C[C:7]([OH:10])=[N:8]C=1)#N.[OH:11][C:12]1C=C(OC)C=CN=1.[OH:20][C:21]1[CH:26]=[CH:25][CH:24]=[C:23]([C:27]2[CH:32]=CC=C[CH:28]=2)[N:22]=1.[OH:33][C:34]1C=CC=C(CCC2C=CC=CC=2)N=1.[OH:48][C:49]1[C:58]2[C:53](=[CH:54][CH:55]=[CH:56][CH:57]=2)C=CN=1.O[C:60]1C=CC=CN=1>>[CH3:12][O:11][C:34](=[O:33])[C@H:23]([CH:27]([CH3:28])[CH3:32])[NH:22][C:21](=[O:20])[C@H:26]([CH:25]([CH3:24])[CH3:60])[NH:8][C:7]([O:48][CH2:49][C:58]1[CH:57]=[CH:56][CH:55]=[CH:54][CH:53]=1)=[O:10] |^1:0|. Procedure: When a sodium salt of 6-n-amyl-2-hydroxypyridine, 5-cyano-2-hydroxypyridine, 2-hydroxy-4-methoxypyridine, 2-hydroxy-6-phenylpyridine, 2-hydroxy-6-phenethylpyridine or 1-hydroxyisoquinoline is used in place of the sodium salt of 2-hydroxypyridine, the yields of benzyloxycarbonyl-L-valyl-L-valine methyl ester are 72, 83, 81, 76, 80 and 73 percent, respectively. Reactants: COC(C=1C=C(C(=O)OCC=C)C=C(C1)N)=O (5-amino-isophthalic acid allyl ester methyl ester), COC(C1=CC(C(=O)[O-])=CC(=C1)[N+](=O)[O-])=O (mono-methyl-5-nitroisophthalate), C(C=C)Br (allyl bromide), C([O-])([O-])=O.[K+].[K+] (potassium carbonate). The solvent is CN(C)C=O (DMF). Run at time 4.5 hour. The product is COC(C=1C=C(C(=O)OCC=C)C=C(C1)[N+](=O)[O-])=O (5-nitro-isophthalic acid allyl ester methyl ester). RXN SMILES: CO[C:3](=O)[C:4]1C=C(C=C(N)[CH:15]=1)C(OCC=C)=O.[CH3:18][O:19][C:20](=[O:33])[C:21]1[CH:29]=[C:28]([N+:30]([O-:32])=[O:31])[CH:27]=[C:23]([C:24]([O-:26])=[O:25])[CH:22]=1.C(Br)C=C.C(=O)([O-])[O-].[K+].[K+]>CN(C=O)C>[CH3:18][O:19][C:20](=[O:33])[C:21]1[CH:22]=[C:23]([CH:27]=[C:28]([N+:30]([O-:32])=[O:31])[CH:29]=1)[C:24]([O:26][CH2:15][CH:4]=[CH2:3])=[O:25] |f:3.4.5|. Procedure details: Starting material (3(b)) was synthesised as follows. A mixture of mono-methyl-5-nitroisophthalate (13.8 g), allyl bromide (7.96 g), potassium carbonate (13.94 g) and DMF (160 ml) was stirred at ambient temperature for 4.5 h. The solid was filtered and DMF was evaporated away from the filtrate under reduced pressure. The residue was dissolved in diethyl ether (300 ml) and water (100 ml) and stirred for five minutes. The organic layer was separated and washed with saturated sodium bicarbonate solu...